From a dataset of the Open Reaction Database (ORD), a public repository of structured organic reaction records. describe an organic reaction: reactants, conditions, products, and yield Reactants: C#CC(C)(C)O, CC#N, Cl[Cu], Cl, Oc1ccc2ncccc2c1, O=C(O)C(F)(F)F. The product is C#CC(C)(C)Oc1ccc2ncccc2c1. Reaction SMILES: [CH3:1][C:2]([CH3:3])([C:4]#[CH:5])[OH:6].[CH3:26][C:27]#[N:28].[Cl:29][Cu:30].[ClH:25].[OH:14][c:15]1[cH:16][c:17]2[cH:18][cH:19][cH:20][n:21][c:22]2[cH:23][cH:24]1.[OH:7][C:8]([C:9]([F:10])([F:11])[F:12])=[O:13]>>[CH3:1][C:2]([CH3:3])([C:4]#[CH:5])[O:6][c:15]1[cH:16][c:17]2[cH:18][cH:19][cH:20][n:21][c:22]2[cH:23][cH:24]1. Reactants: CCOC(=O)c1ncn2c(C(F)F)cc(-c3ccc(C(F)(F)F)cc3)nc12, CO, [K+], [OH-], O, O=S(=O)(O)O. Product: O=C(O)c1ncn2c(C(F)F)cc(-c3ccc(C(F)(F)F)cc3)nc12. As a reaction SMILES: [CH2:1]([CH3:2])[O:3][C:4](=[O:5])[c:6]1[n:7][cH:8][n:9]2[c:10]1[n:11][c:12](-[c:18]1[cH:19][cH:20][c:21]([C:24]([F:25])([F:26])[F:27])[cH:22][cH:23]1)[cH:13][c:14]2[CH:15]([F:16])[F:17].[CH3:36][OH:37].[K+:29].[OH-:28].[OH2:35].[S:30](=[O:31])(=[O:32])([OH:33])[OH:34]>>[O:3]=[C:4]([OH:5])[c:6]1[n:7][cH:8][n:9]2[c:10]1[n:11][c:12](-[c:18]1[cH:19][cH:20][c:21]([C:24]([F:25])([F:26])[F:27])[cH:22][cH:23]1)[cH:13][c:14]2[CH:15]([F:16])[F:17]. The reactants are C(C1=CC=CC=C1)OC1=C2N(C(=NC1=O)CC1(CCCC1)N1C=CC=3C1=NC=CC3)CCN(C2=O)C (9-benzyloxy-2-methyl-6-(1-pyrrolo[2,3-b]pyridin-1-yl-cyclopentylmethyl)-3,4-dihydro-2H-pyrazino[1,2-c]pyrimidine-1,8-dione), C1(CC1)N(C(=O)C1=NC(=NC(=C1OCC1=CC=CC=C1)O)CC1(CCCC1)N1C=CC=2C1=NC=CC2)CCO (5-benzyloxy-6-hydroxy-2-(1-pyrrolo[2,3-b]pyridin-1-yl-cyclopentylmethyl)-pyrimidine-4-carboxylic acid cyclopropyl-(2-hydroxyethyl)-amide). Product: C(C1=CC=CC=C1)OC1=C2N(C(=NC1=O)CC1(CCCC1)N1C=CC=3C1=NC=CC3)CCN(C2=O)C2CC2 (9-Benzyloxy-2-cyclopropyl-6-(1-pyrrolo[2,3-b]pyridin-1-yl-cyclopentylmethyl)-3,4-dihydro-2H-pyrazino[1,2-c]pyrimidine-1,8-dione), solid. The yield is 80.0%. RXN SMILES: C(OC1C(=O)N=C(CC2(N3C4=NC=CC=C4C=C3)CCCC2)N2CCN(C)C(=O)C=12)C1C=CC=CC=1.[CH:37]1([N:40]([CH2:73][CH2:74]O)[C:41]([C:43]2[C:48]([O:49][CH2:50][C:51]3[CH:56]=[CH:55][CH:54]=[CH:53][CH:52]=3)=[C:47]([OH:57])[N:46]=[C:45]([CH2:58][C:59]3([N:64]4[C:68]5=[N:69][CH:70]=[CH:71][CH:72]=[C:67]5[CH:66]=[CH:65]4)[CH2:63][CH2:62][CH2:61][CH2:60]3)[N:44]=2)=[O:42])[CH2:39][CH2:38]1>>[CH2:50]([O:49][C:48]1[C:47](=[O:57])[N:46]=[C:45]([CH2:58][C:59]2([N:64]3[C:68]4=[N:69][CH:70]=[CH:71][CH:72]=[C:67]4[CH:66]=[CH:65]3)[CH2:60][CH2:61][CH2:62][CH2:63]2)[N:44]2[CH2:74][CH2:73][N:40]([CH:37]3[CH2:39][CH2:38]3)[C:41](=[O:42])[C:43]=12)[C:51]1[CH:52]=[CH:53][CH:54]=[CH:55][CH:56]=1. Procedure details: 9-Benzyloxy-2-cyclopropyl-6-(1-pyrrolo[2,3-b]pyridin-1-yl-cyclopentylmethyl)-3,4-dihydro-2H-pyrazino[1,2-c]pyrimidine-1,8-dione (419) was prepared following the same method as described for 9-benzyloxy-2-methyl-6-(1-pyrrolo[2,3-b]pyridin-1-yl-cyclopentylmethyl)-3,4-dihydro-2H-pyrazino[1,2-c]pyrimidine-1,8-dione (407) from 5-benzyloxy-6-hydroxy-2-(1-pyrrolo[2,3-b]pyridin-1-yl-cyclopentylmethyl)-pyrimidine-4-carboxylic acid cyclopropyl-(2-hydroxyethyl)-amide (418) (60 mg, 0.11 mmol) and was obtain...